Task: describe an organic reaction: reactants, conditions, products, and yield. Dataset: the Open Reaction Database (ORD), a public repository of structured organic reaction records Starting materials: COC=1C=C2C=CC(=C(C2=CC1)OC1=CC=C(C=C1)OCCN1CCCCC1)OS(=O)(=O)C(F)(F)F ([6-methoxy-1-[4-[2-(1-piperidyl)ethoxy]phenoxy]-2-naphthyl]trifluoromethanesulfonate), C[Sn](C1=CSC(=C1)S(=O)(=O)C)(C)C (trimethyl-(5-methylsulfonyl-3-thienyl)stannane), [F-].[Cs+] (cesium fluoride). Reagents/catalysts: [Pd] (palladium), C(C)(=O)[O-].[Pd+2].C(C)(=O)[O-] (palladium(II)acetate). Run in C(C)#N (acetonitrile), C(C)#N (acetonitrile). Conditions: temperature 90 celsius, time 18 hour. Yields the product COC=1C=C2C=CC(=C(C2=CC1)OC1=CC=C(OCCN2CCCCC2)C=C1)C1=CSC(=C1)S(=O)(=O)C (1-[2-[4-[[6-methoxy-2-(5-methylsulfonyl-3-thienyl)-1-naphthyl]oxy]phenoxy]ethyl]piperidine). The yield is 57.9%. As a reaction SMILES: [CH3:1][O:2][C:3]1[CH:4]=[C:5]2[C:10](=[CH:11][CH:12]=1)[C:9]([O:13][C:14]1[CH:19]=[CH:18][C:17]([O:20][CH2:21][CH2:22][N:23]3[CH2:28][CH2:27][CH2:26][CH2:25][CH2:24]3)=[CH:16][CH:15]=1)=[C:8](OS(C(F)(F)F)(=O)=O)[CH:7]=[CH:6]2.C[Sn](C)(C)[C:39]1[CH:43]=[C:42]([S:44]([CH3:47])(=[O:46])=[O:45])[S:41][CH:40]=1.[F-].[Cs+]>C(#N)C.C([O-])(=O)C.[Pd+2].C([O-])(=O)C.[Pd]>[CH3:1][O:2][C:3]1[CH:4]=[C:5]2[C:10](=[CH:11][CH:12]=1)[C:9]([O:13][C:14]1[CH:19]=[CH:18][C:17]([O:20][CH2:21][CH2:22][N:23]3[CH2:28][CH2:27][CH2:26][CH2:25][CH2:24]3)=[CH:16][CH:15]=1)=[C:8]([C:39]1[CH:43]=[C:42]([S:44]([CH3:47])(=[O:46])=[O:45])[S:41][CH:40]=1)[CH:7]=[CH:6]2 |f:2.3,5.6.7|. Procedure: Combine palladium(II)acetate (0.043 g 0.19 mmol) and trycyclohexylphosphine (0.081 g, 0.29 mmol) in acetonitrile (15 mL) and sonicate for 10 minutes. Add [6-methoxy-1-[4-[2-(1-piperidyl)ethoxy]phenoxy]-2-naphthyl]trifluoromethanesulfonate (0.5 g, 0.95 mmol), trimethyl-(5-methylsulfonyl-3-thienyl)stannane (0.94 g, 2.9 mmol) and palladium mixture to a suspension of cesium fluoride (0.5 g, 3.3 mmol) in acetonitrile (40 mL). Warm the resulting mixture to 90° C. and stir for 18 hours. Cool the mixtur... The reactants are O=C([O-])[O-], C=CCc1cc(OCC)c2c(c1O)S(=O)(=O)N(Cc1ccccc1)C2=O, CI, CC(C)=O, [K+], [K+], O. Product: C=CCc1cc(OCC)c2c(c1OC)S(=O)(=O)N(Cc1ccccc1)C2=O. Reaction SMILES: [C:27](=[O:28])([O-:29])[O-:30].[CH2:1]([c:2]1[cH:3][cH:4][cH:5][cH:6][cH:7]1)[N:8]1[S:9](=[O:10])(=[O:11])[c:12]2[c:13]([OH:26])[c:14]([CH2:23][CH:24]=[CH2:25])[cH:15][c:16]([O:20][CH2:21][CH3:22])[c:17]2[C:18]1=[O:19].[CH3:33][I:34].[CH3:36][C:37](=[O:38])[CH3:39].[K+:31].[K+:32].[OH2:35]>>[CH2:1]([c:2]1[cH:3][cH:4][cH:5][cH:6][cH:7]1)[N:8]1[S:9](=[O:10])(=[O:11])[c:12]2[c:13]([O:26][CH3:27])[c:14]([CH2:23][CH:24]=[CH2:25])[cH:15][c:16]([O:20][CH2:21][CH3:22])[c:17]2[C:18]1=[O:19]. The reactants are Cl (hydrochloric acid), ClCC#N (chloroacetonitrile), C(CCC)C1=NC2=C(C(NC=C2)=O)N1CC1=CC=C(C=C1)C1=C(C=CC=C1)C#N (2-butyl-3-(2'-cyanobiphenyl-4-ylmethyl)-4,5-dihydro-4-oxo-3H-imidazo[4,5-c]pyridine), CC(C)(C)[O-].[K+] (potassium tert-butylate). Solvent: CN(C)C=O (DMF), CN(C)C=O (DMF). Reaction conditions: time 30 minute. Yields the product C(CCC)C1=NC2=C(C(N(C=C2)CC#N)=O)N1CC1=CC=C(C=C1)C1=C(C=CC=C1)C#N (2-butyl-3-(2'-cyanobiphenyl-4-ylmethyl)-5-cyanomethyl-4,5-dihydro-4-oxo-3H-imidazo[4,5-c]pyridine). Reaction SMILES: Cl[CH2:2][C:3]#[N:4].[CH2:5]([C:9]1[N:18]([CH2:19][C:20]2[CH:25]=[CH:24][C:23]([C:26]3[CH:31]=[CH:30][CH:29]=[CH:28][C:27]=3[C:32]#[N:33])=[CH:22][CH:21]=2)[C:12]2[C:13](=[O:17])[NH:14][CH:15]=[CH:16][C:11]=2[N:10]=1)[CH2:6][CH2:7][CH3:8].CC([O-])(C)C.[K+].Cl>CN(C=O)C>[CH2:5]([C:9]1[N:18]([CH2:19][C:20]2[CH:21]=[CH:22][C:23]([C:26]3[CH:31]=[CH:30][CH:29]=[CH:28][C:27]=3[C:32]#[N:33])=[CH:24][CH:25]=2)[C:12]2[C:13](=[O:17])[N:14]([CH2:2][C:3]#[N:4])[CH:15]=[CH:16][C:11]=2[N:10]=1)[CH2:6][CH2:7][CH3:8] |f:2.3|. Procedure details: A solution of 0.79 g of chloroacetonitrile in 5 ml of DMF is added dropwise at 20°, with stirring, to a solution of 3.82 g of 2-butyl-3-(2'-cyanobiphenyl-4-ylmethyl)-4,5-dihydro-4-oxo-3H-imidazo[4,5-c]pyridine and 1.17 g of potassium tert-butylate in 20 ml of DMF. The mixture is stirred at 20° for a further 30 min and poured on to ice, hydrochloric acid is added to pH 6 and the mixture is worked up in conventional manner to give 2-butyl-3-(2'-cyanobiphenyl-4-ylmethyl)-5-cyanomethyl-4,5-dihydro-4... Starting materials: OC(CC#C)CC (4-hydroxy-1-hexyne), C#C.[H][H] (acetylene hydrogen), C1(=CC=CC=C1)C(C1=CC=CC=C1)(C1=CC=CC=C1)Cl (triphenylmethyl chloride), N1=CC=CC=C1 (pyridine). Run in O (water). Yields the product C1(=CC=CC=C1)C(OC(CC#C)CC)(C1=CC=CC=C1)C1=CC=CC=C1 (4-Triphenylmethoxy-1-hexyne). Reaction SMILES: [OH:1][CH:2]([CH2:6][CH3:7])[CH2:3][C:4]#[CH:5].[C:8]1([C:14](Cl)([C:21]2[CH:26]=[CH:25][CH:24]=[CH:23][CH:22]=2)[C:15]2[CH:20]=[CH:19][CH:18]=[CH:17][CH:16]=2)[CH:13]=[CH:12][CH:11]=[CH:10][CH:9]=1.N1C=CC=CC=1.C#C.[H][H]>O>[C:8]1([C:14]([C:21]2[CH:26]=[CH:25][CH:24]=[CH:23][CH:22]=2)([C:15]2[CH:20]=[CH:19][CH:18]=[CH:17][CH:16]=2)[O:1][CH:2]([CH2:6][CH3:7])[CH2:3][C:4]#[CH:5])[CH:13]=[CH:12][CH:11]=[CH:10][CH:9]=1 |f:3.4|. Procedure: A stirred solution of 9.81 g. (0.10 moles) of 4-hydroxy-1-hexyne and 33.5 g. (0.12 moles) of triphenylmethyl chloride in 100 ml. of dry pyridine is heated at reflux for 2 hours. The cooled mixture is treated with water and extracted with a hexane-ether mixture. The extract is washed successsively with water and saturated sodium chloride solution, dried over magnesium sulfate, and concentrated. Column chromatography of the residue on Florisil gives an oil, λ mas. 3290 (acetylene hydrogen), 1600, ... The reactants are O=C([O-])O, CCCC[N+](CCCC)(CCCC)CCCC, CN(C)C=O, [Cl-], Clc1cncc(Cl)c1, C=Cc1cccc([N+](=O)[O-])c1, [Na+], CC(=O)[O-], CC(=O)[O-], [Pd+2]. Product: O=[N+]([O-])c1cccc(C=Cc2cncc(Cl)c2)c1. RXN SMILES: [C:20](=[O:21])([OH:22])[O-:23].[CH3:26][CH2:27][CH2:28][CH2:29][N+:30]([CH2:31][CH2:32][CH2:33][CH3:34])([CH2:35][CH2:36][CH2:37][CH3:38])[CH2:39][CH2:40][CH2:41][CH3:42].[CH3:43][N:44]([CH3:45])[CH:46]=[O:47].[Cl-:25].[Cl:12][c:13]1[cH:14][n:15][cH:16][c:17]([Cl:19])[cH:18]1.[N+:1](=[O:2])([O-:3])[c:4]1[cH:5][c:6]([CH:7]=[CH2:8])[cH:9][cH:10][cH:11]1.[Na+:24].[O-:49][C:50]([CH3:51])=[O:52].[O-:53][C:54]([CH3:55])=[O:56].[Pd+2:48]>>[N+:1](=[O:2])([O-:3])[c:4]1[cH:5][c:6]([CH:7]=[CH:8][c:17]2[cH:16][n:15][cH:14][c:13]([Cl:12])[cH:18]2)[cH:9][cH:10][cH:11]1.